Dataset: the Open Reaction Database (ORD), a public repository of structured organic reaction records. Task: describe an organic reaction: reactants, conditions, products, and yield Starting materials: CC(=O)[O-], CC(=O)[O-], CC(=O)[O-], CC(=O)[O-], CC(=O)O, OCC1OC(O)C(O)C(F)C1O, [Pb+4]. Yields the product O=COC(CO)C(O)C(F)C=O. RXN SMILES: [C:13]([O-:14])(=[O:15])[CH3:16].[C:1]([O-:2])(=[O:3])[CH3:4].[C:5]([O-:6])(=[O:7])[CH3:8].[C:9]([O-:10])(=[O:11])[CH3:12].[CH3:30][C:31](=[O:32])[OH:33].[F:18][CH:19]1[CH:20]([OH:29])[CH:21]([OH:22])[O:23][CH:24]([CH2:27][OH:28])[CH:25]1[OH:26].[Pb+4:17]>>[F:18][CH:19]([CH:20]=[O:29])[CH:25]([CH:24]([O:23][CH:21]=[O:22])[CH2:27][OH:28])[OH:26].